This data is from the Open Reaction Database (ORD), a public repository of structured organic reaction records. The task is: describe an organic reaction: reactants, conditions, products, and yield Starting materials: OC1CCN(CC1)C(=O)C1=C(C=CC(=C1)S(=O)(=O)C)OC(C)C ((4-hydroxy-piperidin-1-yl)-(2-isopropoxy-5-methanesulfonyl-phenyl)-methanone), [N+](=O)([O-])C1=CC=C(C=C1)O (4-nitrophenol), C1(=CC=CC=C1)P(C1=CC=CC=C1)C1=CC=CC=C1 (triphenylphosphine), N(=NC(=O)OC(C)(C)C)C(=O)OC(C)(C)C (di-tert-butyl azodicarboxylate). Run in O1CCCC1 (tetrahydrofuran). Conditions: temperature 50 celsius, time 16 hour. Yields the product C(C)(C)OC1=C(C=C(C=C1)S(=O)(=O)C)C(=O)N1CCC(CC1)OC1=CC=C(C=C1)[N+](=O)[O-] ((2-Isopropoxy-5-methanesulfonyl-phenyl)-[4-(4-nitro-phenoxy)-piperidin-1-yl]-methanone). The yield is 27.0%. Reaction SMILES: [OH:1][CH:2]1[CH2:7][CH2:6][N:5]([C:8]([C:10]2[CH:15]=[C:14]([S:16]([CH3:19])(=[O:18])=[O:17])[CH:13]=[CH:12][C:11]=2[O:20][CH:21]([CH3:23])[CH3:22])=[O:9])[CH2:4][CH2:3]1.[N+:24]([C:27]1[CH:32]=[CH:31][C:30](O)=[CH:29][CH:28]=1)([O-:26])=[O:25].C1(P(C2C=CC=CC=2)C2C=CC=CC=2)C=CC=CC=1.N(C(OC(C)(C)C)=O)=NC(OC(C)(C)C)=O>O1CCCC1>[CH:21]([O:20][C:11]1[CH:12]=[CH:13][C:14]([S:16]([CH3:19])(=[O:18])=[O:17])=[CH:15][C:10]=1[C:8]([N:5]1[CH2:4][CH2:3][CH:2]([O:1][C:30]2[CH:31]=[CH:32][C:27]([N+:24]([O-:26])=[O:25])=[CH:28][CH:29]=2)[CH2:7][CH2:6]1)=[O:9])([CH3:23])[CH3:22]. Procedure details: To a solution of 0.15 mmol (4-hydroxy-piperidin-1-yl)-(2-isopropoxy-5-methanesulfonyl-phenyl)-methanone (Example 3(a)) in 3 ml tetrahydrofuran were added successively 0.18 mmol 4-nitrophenol, 0.18 mmol triphenylphosphine and 0.18 mmol di-tert-butyl azodicarboxylate. The reaction mixture was stirred at 50° C. for 16 h and was then cooled to room temperature and concentrated in vacuo. The crude material was purified by reversed phase HPLC (acetonitrile/water) to afford the title compound as a whit... Starting materials: NC=1C(=NC(=C(N1)C1=NC=CC=C1)C1=CN(C(C=C1)=O)C(C)C)C(=O)N (3-amino-6-(1-isopropyl-6-oxo-1,6-dihydro-3-pyridyl)-5-(2-pyridyl)-2-pyrazinecarboxamide), [OH-].[Na+] (NaOH), Cl (HCl). Solvent: ClC1=C(C=CC=C1)Cl (1,2-dichlorobenzene), O1CCOCC1 (dioxane). Reaction conditions: temperature 100 celsius, time 4 hour. Product: NC=1N=C(C(=NC1)C=1C=CC(N(C1)C(C)C)=O)C1=NC=CC=C1 (5-[5-amino-3-(2-pyridyl)-2-pyrazinyl]-1-isopropyl-2(1H)-pyridone). Yield: 11.0%. Reaction SMILES: [NH2:1][C:2]1[C:3](C(N)=O)=[N:4][C:5]([C:14]2[CH:19]=[CH:18][C:17](=[O:20])[N:16]([CH:21]([CH3:23])[CH3:22])[CH:15]=2)=[C:6]([C:8]2[CH:13]=[CH:12][CH:11]=[CH:10][N:9]=2)[N:7]=1.[OH-].[Na+].Cl>O1CCOCC1.ClC1C=CC=CC=1Cl>[NH2:1][C:2]1[N:7]=[C:6]([C:8]2[CH:13]=[CH:12][CH:11]=[CH:10][N:9]=2)[C:5]([C:14]2[CH:19]=[CH:18][C:17](=[O:20])[N:16]([CH:21]([CH3:23])[CH3:22])[CH:15]=2)=[N:4][CH:3]=1 |f:1.2|. Procedure details: To a suspention of 3-amino-6-(1-isopropyl-6-oxo-1,6-dihydro-3-pyridyl)-5-(2-pyridyl)-2-pyrazinecarboxamide (52 mg) in dioxane (0.5 ml) was added an aq. NaOH (2M, 1 ml) and this solution was heated at 100° C. for 4 hours. This reaction mixture was cooled to room temperature and the pH of this solution was adjusted to 2.5 with 2N aq. HCl. This solution was evaporated under reduced pressure to give yellow solid. A suspension of this yellow solid in 1,2-dichlorobenzene (2 ml) was heated at 200° C. a... Starting materials: Cc1ccc(Nc2ncc(Br)cn2)cc1[N+](=O)[O-], O=C([O-])[O-], C1COCCO1, OB(O)c1ccc(OC(F)(F)F)cc1, [Na+], [Na+], c1ccc(P(c2ccccc2)(c2ccccc2)[Pd](P(c2ccccc2)(c2ccccc2)c2ccccc2)(P(c2ccccc2)(c2ccccc2)c2ccccc2)P(c2ccccc2)(c2ccccc2)c2ccccc2)cc1. The product is Cc1ccc(Nc2ncc(-c3ccc(OC(F)(F)F)cc3)cn2)cc1[N+](=O)[O-]. As a reaction SMILES: [Br:1][c:2]1[cH:3][n:4][c:5]([NH:8][c:9]2[cH:10][c:11]([N+:16](=[O:17])[O-:18])[c:12]([CH3:15])[cH:13][cH:14]2)[n:6][cH:7]1.[C:33](=[O:34])([O-:35])[O-:36].[CH2:39]1[O:40][CH2:41][CH2:42][O:43][CH2:44]1.[F:19][C:20]([O:21][c:22]1[cH:23][cH:24][c:25]([B:28]([OH:29])[OH:30])[cH:26][cH:27]1)([F:31])[F:32].[Na+:37].[Na+:38].[cH:45]1[cH:46][cH:47][c:48]([P:49]([Pd:50]([P:51]([c:52]2[cH:53][cH:54][cH:55][cH:56][cH:57]2)([c:58]2[cH:59][cH:60][cH:61][cH:62][cH:63]2)[c:64]2[cH:65][cH:66][cH:67][cH:68][cH:69]2)([P:70]([c:71]2[cH:72][cH:73][cH:74][cH:75][cH:76]2)([c:77]2[cH:78][cH:79][cH:80][cH:81][cH:82]2)[c:83]2[cH:84][cH:85][cH:86][cH:87][cH:88]2)[P:89]([c:90]2[cH:91][cH:92][cH:93][cH:94][cH:95]2)([c:96]2[cH:97][cH:98][cH:99][cH:100][cH:101]2)[c:102]2[cH:103][cH:104][cH:105][cH:106][cH:107]2)([c:108]2[cH:109][cH:110][cH:111][cH:112][cH:113]2)[c:114]2[cH:115][cH:116][cH:117][cH:118][cH:119]2)[cH:120][cH:121]1>>[c:2]1(-[c:25]2[cH:24][cH:23][c:22]([O:21][C:20]([F:19])([F:31])[F:32])[cH:27][cH:26]2)[cH:3][n:4][c:5]([NH:8][c:9]2[cH:10][c:11]([N+:16](=[O:17])[O-:18])[c:12]([CH3:15])[cH:13][cH:14]2)[n:6][cH:7]1. Starting materials: COc1cccc(Br)c1, CCC(=O)c1ccccc1, CC(C)(C)[O-], [Na+], O=C(C=Cc1ccccc1)C=Cc1ccccc1, O=C(C=Cc1ccccc1)C=Cc1ccccc1, O=C(C=Cc1ccccc1)C=Cc1ccccc1, [Pd], [Pd]. Product: COc1cccc(C(C)C(=O)c2ccccc2)c1. As a reaction SMILES: [Br:7][c:8]1[cH:9][c:10]([O:14][CH3:15])[cH:11][cH:12][cH:13]1.[CH3:16][CH2:17][C:18](=[O:19])[c:20]1[cH:21][cH:22][cH:23][cH:24][cH:25]1.[CH3:1][C:2]([CH3:3])([O-:4])[CH3:5].[Na+:6].[O:28]=[C:29]([CH:30]=[CH:31][c:32]1[cH:33][cH:34][cH:35][cH:36][cH:37]1)[CH:38]=[CH:39][c:40]1[cH:41][cH:42][cH:43][cH:44][cH:45]1.[O:46]=[C:47]([CH:48]=[CH:49][c:50]1[cH:51][cH:52][cH:53][cH:54][cH:55]1)[CH:56]=[CH:57][c:58]1[cH:59][cH:60][cH:61][cH:62][cH:63]1.[O:64]=[C:65]([CH:66]=[CH:67][c:68]1[cH:69][cH:70][cH:71][cH:72][cH:73]1)[CH:74]=[CH:75][c:76]1[cH:77][cH:78][cH:79][cH:80][cH:81]1.[Pd:26].[Pd:27]>>[c:8]1([CH:17]([CH3:16])[C:18](=[O:19])[c:20]2[cH:21][cH:22][cH:23][cH:24][cH:25]2)[cH:9][c:10]([O:14][CH3:15])[cH:11][cH:12][cH:13]1. Starting materials: COC1=CC=C(CN2S(NCC2=O)(=O)=O)C=C1 (2-(4-methoxybenzyl)-1,1-dioxo-1,2,5-thiadiazolidin-3-one), OC1=CC=NC=C1 (4-hydroxypyridine), C1(=CC=CC=C1)P(C1=CC=CC=C1)C1=CC=CC=C1 (triphenylphosphine), N(=NC(=O)OCC)C(=O)OCC (diethyl azodicarboxylate), ice. Solvent: C1CCOC1 (THF), C1CCOC1 (THF). Product: COC1=CC=C(CN2S(N(CC2=O)CC2=CC=NC=C2)(=O)=O)C=C1 (2-(4-methoxybenzyl)-1,1-dioxo-5-pyridin-4-ylmethyl-1,2,5-thiadiazolidin-3-one). Reaction SMILES: [CH3:1][O:2][C:3]1[CH:17]=[CH:16][C:6]([CH2:7][N:8]2[C:12](=[O:13])[CH2:11][NH:10][S:9]2(=[O:15])=[O:14])=[CH:5][CH:4]=1.O[C:19]1[CH:24]=[CH:23][N:22]=[CH:21][CH:20]=1.[C:25]1(P(C2C=CC=CC=2)C2C=CC=CC=2)C=CC=CC=1.N(C(OCC)=O)=NC(OCC)=O>C1COCC1>[CH3:1][O:2][C:3]1[CH:4]=[CH:5][C:6]([CH2:7][N:8]2[C:12](=[O:13])[CH2:11][N:10]([CH2:25][C:19]3[CH:24]=[CH:23][N:22]=[CH:21][CH:20]=3)[S:9]2(=[O:15])=[O:14])=[CH:16][CH:17]=1. Reported procedure: The title B compound, 2-(4-methoxybenzyl)-1,1-dioxo-1,2,5-thiadiazolidin-3-one (128 mg, 0.5 mmol), 4-hydroxypyridine (109 mg, 1 mmol) and triphenylphosphine (262 mg, 1 mmol) are put into a small reaction vessel under argon and dissolved in 10 mL of THF. This solution is stirred in an ice/water bath and diethyl azodicarboxylate (174 mg, 1 mmol) diluted with an equal volume of THF is added dropwise to the stirred cold solution. The reaction is allowed to stir 16 h while the ice bath slowly warms t... Reactants: N(=NC(=O)OCC)C(=O)OCC (diethyl azodicarboxylate), C1(=CC=CC=C1)P(C1=CC=CC=C1)C1=CC=CC=C1 (triphenylphosphine), C(=O)(OC(C)(C)C)N1[C@@H](CC1)CO (1-BOC-2-(S)-azetidinemethanol), BrC=1C=C(C=NC1Cl)O (5-bromo-6-chloropyridine-3-ol). Reported procedure: To a solution of diethyl azodicarboxylate (1.52 mL, 9.6 mmol) in THF (56 mL) was added triphenylphosphine (2.52 g, 9.6 mmol) at 0° C., and the reaction mixture was stirred for half an hour. 1-BOC-2-(S)-azetidinemethanol (1.44 g, 7.7 mmol) and 5-bromo-6-chloropyridine-3-ol (1.4 g, 6.4 mmol; prepared according to V. Koch and S. Schnatterer, Synthesis 1990, 499-501)) were then added. The reaction mixture was slowly warmed up to room temperature overnight. Solvent was removed, and the residue was ch... Yields the product BrC=1C=C(C=NC1Cl)OC[C@H]1N(CC1)C(=O)OC(C)(C)C (5-Bromo-6-chloro-3-(1-BOC-2-(S)-azetidinvlmethoxy)pyridine). As a reaction SMILES: N(C(OCC)=O)=NC(OCC)=O.C1(P(C2C=CC=CC=2)C2C=CC=CC=2)C=CC=CC=1.[C:32]([N:39]1[CH2:42][CH2:41][C@H:40]1[CH2:43][OH:44])([O:34][C:35]([CH3:38])([CH3:37])[CH3:36])=[O:33].[Br:45][C:46]1[CH:47]=[C:48](O)[CH:49]=[N:50][C:51]=1[Cl:52]>C1COCC1>[Br:45][C:46]1[CH:47]=[C:48]([O:44][CH2:43][C@@H:40]2[CH2:41][CH2:42][N:39]2[C:32]([O:34][C:35]([CH3:38])([CH3:37])[CH3:36])=[O:33])[CH:49]=[N:50][C:51]=1[Cl:52]. Run in C1CCOC1 (THF). The product is O=C1C[C@@H](N1)CC(=O)OC (methyl 2-[(2R)-4-oxoazetidin-2-yl]acetate). Run in CO (methanol), C(C)OCC (diethyl ether). Procedure: A solution of methyl [(4R)-2-oxo-4-(1,2,4-trioxolan-3-ylmethyl)azetidin-1-yl]glyoxylate (60 mg) in methanol (5 ml) was heated at 65°-70° for two hours. The yellowish solution was cooled to 0° C. and treated with a solution of diazomethane (excess) in diethyl ether. After removal of the solvent, the residue was chromatographed on silica gel (1.5 g) eluting with 20% acetone in dicloromethane to give methyl 2-[(2R)-4-oxoazetidin-2-yl]acetate (6 mg). Conditions: temperature 0 celsius. The yield is 17.1%. RXN SMILES: [O:1]=[C:2]1[CH2:5][C@@H:4]([CH2:6][CH:7]2[O:11][CH2:10]O[O:8]2)[N:3]1C(=O)C(OC)=O.[N+](=C)=[N-]>CO.C(OCC)C>[O:1]=[C:2]1[NH:3][C@@H:4]([CH2:6][C:7]([O:11][CH3:10])=[O:8])[CH2:5]1. Reactants: O=C1N([C@@H](C1)CC1OOCO1)C(C(=O)OC)=O (methyl [(4R)-2-oxo-4-(1,2,4-trioxolan-3-ylmethyl)azetidin-1-yl]glyoxylate), [N+](=[N-])=C (diazomethane). Starting materials: FC1(C[C@@H](CC1)[C@](C(=O)O)(C1=CC=C(C=C1)Cl)O)F ((2R)-2-((1R)-3,3-difluorocyclopentyl)-2-hydroxy-2-(4-chlorophenyl)acetic acid), OCCC1CCN(CC1)C(=O)OC(C)(C)C (t-butyl 4-(2-hydroxyethyl)tetrahydro-pyridine-1(2H)-carboxylate). Yields the product FC1(C[C@@H](CC1)[C@](C(=O)OCCC1CCNCC1)(C1=CC=C(C=C1)Cl)O)F (2-(Piperidin-4-yl)ethyl (2R)-((1R)-3,3-difluorocyclopentyl)-2-hydroxy-2-(4-chlorophenyl)ethanoate). As a reaction SMILES: [F:1][C:2]1([F:19])[CH2:6][CH2:5][C@@H:4]([C@@:7]([OH:18])([C:11]2[CH:16]=[CH:15][C:14]([Cl:17])=[CH:13][CH:12]=2)[C:8]([OH:10])=[O:9])[CH2:3]1.O[CH2:21][CH2:22][CH:23]1[CH2:28][CH2:27][N:26](C(OC(C)(C)C)=O)[CH2:25][CH2:24]1>>[F:19][C:2]1([F:1])[CH2:6][CH2:5][C@@H:4]([C@@:7]([OH:18])([C:11]2[CH:12]=[CH:13][C:14]([Cl:17])=[CH:15][CH:16]=2)[C:8]([O:10][CH2:21][CH2:22][CH:23]2[CH2:28][CH2:27][NH:26][CH2:25][CH2:24]2)=[O:9])[CH2:3]1. Procedure details: Using (2R)-2-((1R)-3,3-difluorocyclopentyl)-2-hydroxy-2-(4-chlorophenyl)acetic acid and t-butyl 4-(2-hydroxyethyl)tetrahydro-pyridine-1(2H)-carboxylate, the title compound was prepared by a method similar to steps 2 and 3 of Referential Example 12.